From a dataset of the Open Reaction Database (ORD), a public repository of structured organic reaction records. describe an organic reaction: reactants, conditions, products, and yield The product is Nc1c(N2CCOCC2)c(O)nc2ccccc12. As a reaction SMILES: [CH3:21][OH:22].[O:23]1[CH2:24][CH2:25][CH2:26][CH2:27]1.[OH:1][c:2]1[n:3][c:4]2[cH:5][cH:6][cH:7][cH:8][c:9]2[c:10]([N+:18]([O-:19])=[O:20])[c:11]1[N:12]1[CH2:13][CH2:14][O:15][CH2:16][CH2:17]1>>[OH:1][c:2]1[n:3][c:4]2[cH:5][cH:6][cH:7][cH:8][c:9]2[c:10]([NH2:18])[c:11]1[N:12]1[CH2:13][CH2:14][O:15][CH2:16][CH2:17]1. The reactants are CO, C1CCOC1, O=[N+]([O-])c1c(N2CCOCC2)c(O)nc2ccccc12. The reactants are O=C1C(CNC2=C(N1)C=CC=C2)NC(=O)OC(C)(C)C (2-oxo-3-tert-butoxycarbonylamino-1,3,4,5-tetrahydro-2H-1,5-benzodiazepine), O=C1C(CNC2=C(N1)C=C(C=C2)C)NC(=O)OC(C)(C)C (2-oxo-3-tert-butoxycarbonylamino-8-methyl-1,3,4,5-tetrahydro-2H-1,5-benzodiazepine). Yields the product O=C1C(CN(C2=C(N1)C=CC=C2)C2C=CCCC2)NC(=O)OC(C)(C)C (2-oxo-3-tert-butoxycarbonylamino-5-(2-cyclohexen-1-yl)-1,3,4,5-tetrahydro-2H-1,5-benzodiazepine). RXN SMILES: [O:1]=[C:2]1[NH:8][C:7]2[CH:9]=[CH:10][CH:11]=[CH:12][C:6]=2[NH:5][CH2:4][CH:3]1[NH:13][C:14]([O:16][C:17]([CH3:20])([CH3:19])[CH3:18])=[O:15].O=C1N[C:27]2[CH:29]=[C:30](C)[CH:31]=[CH:32][C:26]=2NCC1NC(OC(C)(C)C)=O>>[O:1]=[C:2]1[NH:8][C:7]2[CH:9]=[CH:10][CH:11]=[CH:12][C:6]=2[N:5]([CH:32]2[CH2:31][CH2:30][CH2:29][CH:27]=[CH:26]2)[CH2:4][CH:3]1[NH:13][C:14]([O:16][C:17]([CH3:20])([CH3:19])[CH3:18])=[O:15]. Reported procedure: Step 1 of Referential Example 10 was repeated except that 2-oxo-3-tert-butoxycarbonylamino-1,3,4,5-tetrahydro-2H-1,5-benzodiazepine obtained from Referential Example 1 was used instead of 2-oxo-3-tert-butoxycarbonylamino-8-methyl-1,3,4,5-tetrahydro-2H-1,5-benzodiazepine, to thereby obtain the title compound. The reactants are C([O-])([O-])=O.[K+].[K+] (potassium carbonate), Cl.C1(=CC=CC=C1)C1(CCNCC1)NC(OC(C)(C)C)=O (tert-butyl (4-phenylpiperid-4-yl)carbamate hydrochloride), Cl.C1(=CC=CC=C1)C1(CCNCC1)NC(OC(C)(C)C)=O (tert-butyl (4-phenylpiperid-4-yl)carbamate hydrochloride), compound, C(C1=CC=CC=C1)(=O)N1CC(OCC1)(CCOS(=O)(=O)C1=CC=CC=C1)C1=CC(=C(C=C1)F)F ((+)-4-Benzoyl-2-(3,4-difluorophenyl)-2-(2-benzenesulfonyloxyethyl)morpholine). Run in O (water), C(C)#N (acetonitrile). Conditions: temperature 70 celsius, time 8 hour. The product is C(C1=CC=CC=C1)(=O)N1CC(OCC1)(C1=CC(=C(C=C1)F)F)CCN1CCC(CC1)(C1=CC=CC=C1)NC(OC(C)(C)C)=O (tert-Butyl (+)-(1-{2-[4-Benzoyl-2-(3,4-difluorophenyl)morpholin-2-yl]ethyl}-4-phenylpiperid-4-yl)carbamate). As a reaction SMILES: C(=O)([O-])[O-].[K+].[K+].Cl.[C:8]1([C:14]2([NH:20][C:21](=[O:27])[O:22][C:23]([CH3:26])([CH3:25])[CH3:24])[CH2:19][CH2:18][NH:17][CH2:16][CH2:15]2)[CH:13]=[CH:12][CH:11]=[CH:10][CH:9]=1.[C:28]([N:36]1[CH2:41][CH2:40][O:39][C:38]([C:54]2[CH:59]=[CH:58][C:57]([F:60])=[C:56]([F:61])[CH:55]=2)([CH2:42][CH2:43]OS(C2C=CC=CC=2)(=O)=O)[CH2:37]1)(=[O:35])[C:29]1[CH:34]=[CH:33][CH:32]=[CH:31][CH:30]=1>O.C(#N)C>[C:28]([N:36]1[CH2:41][CH2:40][O:39][C:38]([CH2:42][CH2:43][N:17]2[CH2:18][CH2:19][C:14]([NH:20][C:21](=[O:27])[O:22][C:23]([CH3:24])([CH3:26])[CH3:25])([C:8]3[CH:9]=[CH:10][CH:11]=[CH:12][CH:13]=3)[CH2:15][CH2:16]2)([C:54]2[CH:59]=[CH:58][C:57]([F:60])=[C:56]([F:61])[CH:55]=2)[CH2:37]1)(=[O:35])[C:29]1[CH:30]=[CH:31][CH:32]=[CH:33][CH:34]=1 |f:0.1.2,3.4|. Reported procedure: A solution of 18 g of potassium carbonate in 18 ml of water is added to a mixture of 22.6 g of tert-butyl (4-phenylpiperid-4-yl)carbamate hydrochloride (compound (IV)) and 30 g of compound of formula (III) obtained in Example 1 in 300 ml of acetonitrile, and the mixture is then heated at 70° C. for 12 hours and left overnight at room temperature. The acetonitrile is concentrated under vacuum, the residue is taken up in 300 ml of dichloromethane, the organic phase is washed successively with 150 ... Reactants: [Cl-].[NH4+] (ammonium chloride), OO (hydrogen peroxide), [OH-].[Na+] (sodium hydroxide), C(CCCCCCC)C1(C=CC(C1)=O)O[Si](C)(C)C (4-octyl-4-trimethylsilyloxy-2-cyclopentenone). The solvent is CO (methanol). The product is O1C2C(CC(C21)(O[Si](C)(C)C)CCCCCCCC)=O (2,3-epoxy-4-octyl-4-trimethylsilyloxycyclopentanone). RXN SMILES: [CH2:1]([C:9]1([O:15][Si:16]([CH3:19])([CH3:18])[CH3:17])[CH2:13][C:12](=[O:14])[CH:11]=[CH:10]1)[CH2:2][CH2:3][CH2:4][CH2:5][CH2:6][CH2:7][CH3:8].[OH:20]O.[OH-].[Na+].[Cl-].[NH4+]>CO>[O:14]1[CH:13]2[CH:12]1[C:11](=[O:20])[CH2:10][C:9]2([CH2:1][CH2:2][CH2:3][CH2:4][CH2:5][CH2:6][CH2:7][CH3:8])[O:15][Si:16]([CH3:19])([CH3:18])[CH3:17] |f:2.3,4.5|. Procedure: To a solution of 3.3 g of 4-octyl-4-trimethylsilyloxy-2-cyclopentenone dissolved in 50 ml of methanol was added, under ice-cooling and stirring, 5.0 ml of an aqueous 30% hydrogen peroxide, and 500 μl of an aqueous 1N sodium hydroxide was added. After the mixture was stirred for 3.5 hours, saturated aqueous ammonium chloride was added, and the mixture was extracted with ethyl acetate The organic layer was washed with saturated aqueous sodium chloride and dried over anhydrous magnesium sulfate. Th... The reactants are solid, FC1=CC=C(C=C1)N1N=CC=C1C1=CC=C(C=C1)[N+](=O)[O-] (1-(4-fluoro-phenyl)-5-(4-nitro-phenyl)-1H-pyrazole), FC1=CC=C(C=C1)N1N=CC=C1C1=CC=C(C=C1)[N+](=O)[O-] (1-(4-fluoro-phenyl)-5-(4-nitro-phenyl)-1H-pyrazole), COC1=CC=C(C=C1)CC#N (2-(4-methoxy-phenyl)-acetonitrile). The product is FC1=CC=C(C=C1)N1N=CC=C1C1=CC=2C(=NOC2C2=CC=C(C=C2)OC)C=C1 (5-[2-(4-Fluoro-phenyl)-2H-pyrazol-3-yl]-3-(4-methoxy-phenyl)-benzo[c]isoxazole). Reaction SMILES: [F:1][C:2]1[CH:7]=[CH:6][C:5]([N:8]2[C:12]([C:13]3[CH:18]=[CH:17][C:16]([N+:19]([O-:21])=O)=[CH:15][CH:14]=3)=[CH:11][CH:10]=[N:9]2)=[CH:4][CH:3]=1.[CH3:22][O:23][C:24]1[CH:29]=[CH:28][C:27]([CH2:30]C#N)=[CH:26][CH:25]=1>>[F:1][C:2]1[CH:3]=[CH:4][C:5]([N:8]2[C:12]([C:13]3[CH:18]=[CH:17][C:16]4=[N:19][O:21][C:30]([C:27]5[CH:28]=[CH:29][C:24]([O:23][CH3:22])=[CH:25][CH:26]=5)=[C:15]4[CH:14]=3)=[CH:11][CH:10]=[N:9]2)=[CH:6][CH:7]=1. Procedure details: The title compound, yellow solid (35 mg, 26%), MS (ISP) m/z=386.3 [(M+H)+], mp 153° C., was prepared in accordance with the general method of example 1 from 1-(4-fluoro-phenyl)-5-(4-nitro-phenyl)-1H-pyrazole (intermediate C) (100 mg, 353 μmol) and commercially available 2-(4-methoxy-phenyl)-acetonitrile. Reactants: COC(=O)c1nc(C(C)(C)C)oc1C, C1CCOC1, Cl, [Li+], [OH-], O, O. Product: Cc1oc(C(C)(C)C)nc1C(=O)O. As a reaction SMILES: [C:1]([CH3:2])([CH3:3])([CH3:4])[c:5]1[o:6][c:7]([CH3:14])[c:8]([C:10](=[O:11])[O:12][CH3:13])[n:9]1.[CH2:19]1[O:20][CH2:21][CH2:22][CH2:23]1.[ClH:18].[Li+:17].[OH-:16].[OH2:15].[OH2:24]>>[C:1]([CH3:2])([CH3:3])([CH3:4])[c:5]1[o:6][c:7]([CH3:14])[c:8]([C:10](=[O:11])[OH:12])[n:9]1. Reported procedure: 5-Chlorosulfonyl-2-fluorobenzoic acid (2 g) was dissolved in dichloromethane (20 mL) under nitrogen atmosphere and cooled to 0° C. tert-Butyl 1-piperazinecarboxylate (3.12 g) was added portionwise to the solution at 0° C. and stirred for 3 hours at ambient temperature. The organic solvent was evaporated in vacuo, and the residue was dissolved in 1N-sodium hydroxide solution. The aqueous solution was washed with diethyl ether and acidified with 1N-hydrochloric acid. The precipitates were collecte... Reaction SMILES: Cl[S:2]([C:5]1[CH:6]=[CH:7][C:8]([F:14])=[C:9]([CH:13]=1)[C:10]([OH:12])=[O:11])(=[O:4])=[O:3].[N:15]1([C:21]([O:23][C:24]([CH3:27])([CH3:26])[CH3:25])=[O:22])[CH2:20][CH2:19][NH:18][CH2:17][CH2:16]1>ClCCl>[C:24]([O:23][C:21]([N:15]1[CH2:20][CH2:19][N:18]([S:2]([C:5]2[CH:6]=[CH:7][C:8]([F:14])=[C:9]([CH:13]=2)[C:10]([OH:12])=[O:11])(=[O:4])=[O:3])[CH2:17][CH2:16]1)=[O:22])([CH3:27])([CH3:25])[CH3:26]. Yields the product C(C)(C)(C)OC(=O)N1CCN(CC1)S(=O)(=O)C=1C=CC(=C(C(=O)O)C1)F (5-[4-(tert-butoxycarbonyl)piperazin-1-ylsulfonyl]-2-fluorobenzoic acid). Conditions: time 3 hour. Starting materials: ClS(=O)(=O)C=1C=CC(=C(C(=O)O)C1)F (5-Chlorosulfonyl-2-fluorobenzoic acid), N1(CCNCC1)C(=O)OC(C)(C)C (tert-Butyl 1-piperazinecarboxylate). Solvent: ClCCl (dichloromethane). Isolated yield 69.4%. RXN SMILES: [C:38](=[O:39])([O-:40])[O-:41].[CH2:22]([CH3:23])[O:24][C:25]([C:26]([CH3:27])([CH3:28])[O:29][c:30]1[cH:31][cH:32][c:33]([OH:36])[cH:34][cH:35]1)=[O:37].[Cl:1][CH2:2][c:3]1[c:4]([CH:19]2[CH2:20][CH2:21]2)[n:5][c:6](-[c:9]2[cH:10][cH:11][c:12]([C:15]([F:16])([F:17])[F:18])[cH:13][cH:14]2)[n:7][cH:8]1.[Cs+:42].[Cs+:43].[O:44]=[CH:45][N:46]([CH3:47])[CH3:48]>>[CH2:2]([c:3]1[c:4]([CH:19]2[CH2:20][CH2:21]2)[n:5][c:6](-[c:9]2[cH:10][cH:11][c:12]([C:15]([F:16])([F:17])[F:18])[cH:13][cH:14]2)[n:7][cH:8]1)[O:36][c:33]1[cH:32][cH:31][c:30]([O:29][C:26]([C:25]([O:24][CH2:22][CH3:23])=[O:37])([CH3:27])[CH3:28])[cH:35][cH:34]1. Reactants: O=C([O-])[O-], CCOC(=O)C(C)(C)Oc1ccc(O)cc1, FC(F)(F)c1ccc(-c2ncc(CCl)c(C3CC3)n2)cc1, [Cs+], [Cs+], CN(C)C=O. Yields the product CCOC(=O)C(C)(C)Oc1ccc(OCc2cnc(-c3ccc(C(F)(F)F)cc3)nc2C2CC2)cc1. The reactants are Cl (hydrochloric acid), CC1(NC(CCC1)(C)C)C (2,2,6,6-tetramethylpiperidine), CN(C)C=O (DMF), C(CCC)[Li] (n-butyllithium), BrC1=CC(=C(C=C1)F)F (1-bromo-3,4-difluorobenzene). The solvent is O (water), O1CCCC1 (tetrahydrofuran). Product: BrC1=C(C=O)C(=C(C=C1)F)F (2-bromo-5,6-difluorobenzaldehyde). Isolated yield 56.2%. RXN SMILES: CC1(C)CCCC(C)(C)N1.C([Li])CCC.[Br:16][C:17]1[CH:22]=[CH:21][C:20]([F:23])=[C:19]([F:24])[CH:18]=1.CN([CH:28]=[O:29])C.Cl>O1CCCC1.O>[Br:16][C:17]1[CH:22]=[CH:21][C:20]([F:23])=[C:19]([F:24])[C:18]=1[CH:28]=[O:29]. Procedure details: A solution of 152 mmol of 2,2,6,6-tetramethylpiperidine and 152 mmol of n-butyllithium (1.6 M solution in n-hexane) in 280 ml of dry tetrahydrofuran is admixed with 145 mmol of 1-bromo-3,4-difluorobenzene at −75° C. This temperature is maintained for 4 hours, and then 174 mmol of DMF are added dropwise. The reaction mixture is then slowly thawed, hydrolyzed with water at −20° C., acidified using hydrochloric acid and extracted with tert-butyl methyl ether. The combined organic extracts are washe...